Dataset: the Open Reaction Database (ORD), a public repository of structured organic reaction records. Task: describe an organic reaction: reactants, conditions, products, and yield Starting materials: C(C1=CC=2OCOC2C=C1)N (piperonyl amine), C(CCC)N1C(=NC(=C1CO)C1=CC=CC=C1)I (1-Butyl-5-hydroxymethyl-2-iodo-4-phenylimidazole), S(=O)(Cl)Cl (thionyl chloride), C([O-])([O-])=O.[K+].[K+] (potassium carbonate). Solvent: C(C)#N (acetonitrile), C(C)(=O)OCC (ethyl acetate), ClCCl (dichloromethane). Run at temperature 0 celsius, time 2 hour. The product is C(CCC)N1C(=NC(=C1CCl)C1=CC=CC=C1)I (1-butyl-5-chloromethyl-2-iodo-4-phenylimidazole). RXN SMILES: [CH2:1]([N:5]1[C:9]([CH2:10]O)=[C:8]([C:12]2[CH:17]=[CH:16][CH:15]=[CH:14][CH:13]=2)[N:7]=[C:6]1[I:18])[CH2:2][CH2:3][CH3:4].S(Cl)([Cl:21])=O.C(N)C1C=CC2OCOC=2C=1.C(=O)([O-])[O-].[K+].[K+]>ClCCl.C(#N)C.C(OCC)(=O)C>[CH2:1]([N:5]1[C:9]([CH2:10][Cl:21])=[C:8]([C:12]2[CH:17]=[CH:16][CH:15]=[CH:14][CH:13]=2)[N:7]=[C:6]1[I:18])[CH2:2][CH2:3][CH3:4] |f:3.4.5|. Reported procedure: 1-Butyl-5-hydroxymethyl-2-iodo-4-phenylimidazole (1.96 g, 6.1 mmol) is dissolved in 20 ml dichloromethane and cooled to 0° C. To the solution is added 5 equivalents of thionyl chloride and the resulting solution is stirred at room temperature for 2 h. The reaction mixture is evaporated at reduced pressure and 20 ml of toluene is added to the residue and evaporated to remove any residual thionyl chloride. The crude product is dissolved in 20 ml of anhydrous acetonitrile and added to an ice-cooled... Starting materials: OCC1=C(C(=NO1)C1=NC=CC=C1)COC1=NC=C(C(=O)O)C=C1 (6-(5-hydroxymethyl-3-pyridin-2-yl-isoxazol-4-ylmethoxy)-nicotinic acid), NN1CCOCC1 (4-aminomorpholine), F[B-](F)(F)F.C[N+](=C(ON1N=NC2=C1C=CC=C2)N(C)C)C (N,N,N′,N′-tetramethyl-O-(benzotriazole-1-yl)-uronium tetrafluoroborate), C(C)(C)N(C(C)C)CC (N,N-diisopropyl ethylamine). Solvent: CN(C)C=O (DMF). Reaction conditions: time 8 hour. Yields the product OCC1=C(C(=NO1)C1=NC=CC=C1)COC1=NC=C(C(=O)NN2CCOCC2)C=C1 (6-(5-Hydroxymethyl-3-pyridin-2-yl-isoxazol-4-ylmethoxy)-N-morpholin-4-yl-nicotinamide). Isolated yield 47.5%. As a reaction SMILES: [OH:1][CH2:2][C:3]1[O:7][N:6]=[C:5]([C:8]2[CH:13]=[CH:12][CH:11]=[CH:10][N:9]=2)[C:4]=1[CH2:14][O:15][C:16]1[CH:24]=[CH:23][C:19]([C:20]([OH:22])=O)=[CH:18][N:17]=1.[NH2:25][N:26]1[CH2:31][CH2:30][O:29][CH2:28][CH2:27]1.F[B-](F)(F)F.C[N+](C)=C(N(C)C)ON1C2C=CC=CC=2N=N1.C(N(CC)C(C)C)(C)C>CN(C=O)C>[OH:1][CH2:2][C:3]1[O:7][N:6]=[C:5]([C:8]2[CH:13]=[CH:12][CH:11]=[CH:10][N:9]=2)[C:4]=1[CH2:14][O:15][C:16]1[CH:24]=[CH:23][C:19]([C:20]([NH:25][N:26]2[CH2:31][CH2:30][O:29][CH2:28][CH2:27]2)=[O:22])=[CH:18][N:17]=1 |f:2.3|. Procedure details: To a solution of 6-(5-hydroxymethyl-3-pyridin-2-yl-isoxazol-4-ylmethoxy)-nicotinic acid (70 mg, 0.21 mmol) in DMF (5 mL) was added 4-aminomorpholine (31 mg, 0.30 mmol), N,N,N′,N′-tetramethyl-O-(benzotriazole-1-yl)-uronium tetrafluoroborate (96 mg, 0.30 mmol) and N,N-diisopropyl ethylamine (0.15 mL, 0.84 mmol). The reaction mixture was stirred overnight at room temperature. After evaporation of the solvent the residue was partitioned (ethyl acetate/aqueous saturated sodium bicarbonate solution) a... The reactants are CC1CN(CC(=O)O)CC(C#N)=C1Cl, CCCC[SnH](CCCC)CCCC, Cc1ccccc1, CC(C)(C#N)N=NC(C)(C)C#N. Yields the product CC1C=C(C#N)CN(CC(=O)O)C1. RXN SMILES: [C:1](=[O:2])([OH:3])[CH2:4][N:5]1[CH2:6][C:7]([C:13]#[N:14])=[C:8]([Cl:12])[CH:9]([CH3:11])[CH2:10]1.[CH2:27]([SnH:28]([CH2:29][CH2:30][CH2:31][CH3:32])[CH2:33][CH2:34][CH2:35][CH3:36])[CH2:37][CH2:38][CH3:39].[CH3:40][c:41]1[cH:42][cH:43][cH:44][cH:45][cH:46]1.[N:15]#[C:16][C:17]([N:18]=[N:19][C:20]([C:21]#[N:22])([CH3:23])[CH3:24])([CH3:25])[CH3:26]>>[C:1](=[O:2])([OH:3])[CH2:4][N:5]1[CH2:6][C:7]([C:13]#[N:14])=[CH:8][CH:9]([CH3:11])[CH2:10]1. Reaction conditions: time 3 hour. Reactants: Cl.Cl.C(C)(=O)OCC1=NC=C(N=C1)CON ({5-[(aminooxy)methyl]pyrazin-2-yl}methyl acetate dihydrochloride), C=1C=CC2=C(C1)N=NN2O (HOBt), CCN=C=NCCCN(C)C (WSC), ClC1=C(C=CC(=C1)Cl)C1N(C(C2=CC=CC=C2C1C(=O)O)=O)C1C(CCCC1)NS(=O)(=O)C ((3RS,4RS)-3-(2,4-dichlorophenyl)-2-{(1SR,2SR)-2-[(mesyl)amino]cyclohexyl}-1-oxo-1,2,3,4-tetrahydroisoquinoline-4-carboxylic acid). RXN SMILES: [Cl:1][C:2]1[CH:7]=[C:6]([Cl:8])[CH:5]=[CH:4][C:3]=1[CH:9]1[CH:18]([C:19](O)=[O:20])[C:17]2[C:12](=[CH:13][CH:14]=[CH:15][CH:16]=2)[C:11](=[O:22])[N:10]1[CH:23]1[CH2:28][CH2:27][CH2:26][CH2:25][CH:24]1[NH:29][S:30]([CH3:33])(=[O:32])=[O:31].Cl.Cl.C([O:39][CH2:40][C:41]1[CH:46]=[N:45][C:44]([CH2:47][O:48][NH2:49])=[CH:43][N:42]=1)(=O)C.C1C=CC2N(O)N=NC=2C=1.CCN=C=NCCCN(C)C>O.C(OCC)(=O)C.C(N(CC)CC)C.CN(C=O)C>[Cl:1][C:2]1[CH:7]=[C:6]([Cl:8])[CH:5]=[CH:4][C:3]=1[CH:9]1[CH:18]([C:19]([NH:49][O:48][CH2:47][C:44]2[CH:43]=[N:42][C:41]([CH2:40][OH:39])=[CH:46][N:45]=2)=[O:20])[C:17]2[C:12](=[CH:13][CH:14]=[CH:15][CH:16]=2)[C:11](=[O:22])[N:10]1[CH:23]1[CH2:28][CH2:27][CH2:26][CH2:25][CH:24]1[NH:29][S:30]([CH3:33])(=[O:32])=[O:31] |f:1.2.3|. The solvent is C(C)N(CC)CC (triethylamine), O (water), C(C)(=O)OCC (Ethyl acetate), CN(C)C=O (DMF). Reported procedure: To a mixture of 300 mg of (3RS,4RS)-3-(2,4-dichlorophenyl)-2-{(1SR,2SR)-2-[(mesyl)amino]cyclohexyl}-1-oxo-1,2,3,4-tetrahydroisoquinoline-4-carboxylic acid and 6 ml of DMF were added {5-[(aminooxy)methyl]pyrazin-2-yl}methyl acetate dihydrochloride, 0.16 ml of triethylamine, 119 mg of HOBt, and 200 mg of WSC, followed by stirring at room temperature for 3 hours. Ethyl acetate and water were added thereto to carry out a liquid separation operation. The organic layer was washed with a saturated aque... Product: ClC1=C(C=CC(=C1)Cl)C1N(C(C2=CC=CC=C2C1C(=O)NOCC1=NC=C(N=C1)CO)=O)C1C(CCCC1)NS(=O)(=O)C ((3RS,4RS)-3-(2,4-dichlorophenyl)-N-{[5-(hydroxymethyl)pyrazin-2-yl]methoxy}-2-{(1SR,2SR)-2-[(mesyl)amino]cyclohexyl}-1-oxo-1,2,3,4-tetrahydroisoquinoline-4-carboxamide). Reactants: CC1=CC(CC1)=O (3-methylcyclopent-2-enone), C(C)[Mg]Cl (ethylmagnesium chloride), CuCl2, C1CCOC1 (THF). The product is C(C)C1(CC(CC1)=O)C (3-Ethyl-3-methylcyclopentanone). Yield: 69.0%. As a reaction SMILES: CC1[CH2:6][CH2:5][C:4](=[O:7])[CH:3]=1.[CH2:8]([Mg]Cl)[CH3:9].[CH2:12]1COC[CH2:13]1>>[CH2:12]([C:8]1([CH3:9])[CH2:6][CH2:5][C:4](=[O:7])[CH2:3]1)[CH3:13]. Procedure details: 3-Methylcyclopent-2-enone (1, 35.0 g, 0.36 mol) was reacted with ethylmagnesium chloride (2M in THF, 218 ml, 0.44 mol) in the presence of 1 mol % CuCl2 in THF (200 ml) as described in Example 1a. The crude product was distilled over a 15 cm Vigreux column (B.p. 50° C. at 5 Torr) to give 2b (32.0 g, 69% yield) as a colorless liquid. Starting materials: O=C(Cl)OCc1ccccc1, Cl, Cl, CC(N)c1ccc(C(=O)O)cc1Cl, [Na+], [OH-]. The product is CC(NC(=O)OCc1ccccc1)c1ccc(C(=O)O)cc1Cl. As a reaction SMILES: [CH2:1]([c:2]1[cH:3][cH:4][cH:5][cH:6][cH:7]1)[O:8][C:9](=[O:10])[Cl:11].[ClH:14].[ClH:15].[NH2:16][CH:17]([CH3:18])[c:19]1[c:20]([Cl:28])[cH:21][c:22]([C:23](=[O:24])[OH:25])[cH:26][cH:27]1.[Na+:13].[OH-:12]>>[CH2:1]([c:2]1[cH:3][cH:4][cH:5][cH:6][cH:7]1)[O:8][C:9](=[O:10])[NH:16][CH:17]([CH3:18])[c:19]1[c:20]([Cl:28])[cH:21][c:22]([C:23](=[O:24])[OH:25])[cH:26][cH:27]1. Reactants: CC(=O)c1ccc(OCCBr)cc1, C1COCCO1, O, O=[Se]=O. The product is O=CC(=O)c1ccc(OCCBr)cc1. As a reaction SMILES: [Br:4][CH2:5][CH2:6][O:7][c:8]1[cH:9][cH:10][c:11]([C:14]([CH3:15])=[O:16])[cH:12][cH:13]1.[CH2:17]1[O:18][CH2:19][CH2:20][O:21][CH2:22]1.[OH2:23].[Se:1](=[O:2])=[O:3]>>[O:2]=[CH:15][C:14]([c:11]1[cH:10][cH:9][c:8]([O:7][CH2:6][CH2:5][Br:4])[cH:13][cH:12]1)=[O:16]. Starting materials: C(C)(C)(C)OC(=O)N[C@@H](CC1=CC=CC=C1)C(=O)N[C@@H](CC1=CNC=N1)C(=O)N[C@H]([C@H](C[C@H](CCNC(=N)NC(OCC1=CC=CC=C1)=O)C(C)C)O)CC1CCCCC1 (benzyl [N-[(3S,5S,6S)-6-[[N-[N-(t-butoxycarbonyl)-3-phenyl-L-alanyl]-L-histidyl]amino]-7-cyclohexyl-5-hydroxy-3-isopropylheptyl]amidino]carbamate), Cl.N1=CC=CC=C1 (pyridine hydrochloride). The reagents and catalysts are [Pd] (palladium on charcoal). Run in CO (methanol). Product: Cl.C1(CCCCC1)C[C@@H]([C@H](C[C@H](CCNC(=N)N)C(C)C)O)NC(=O)[C@H](CC=1N=CNC1)NC(=O)[C@H](CC1=CC=CC=C1)NC(OC(C)(C)C)=O (t-butyl [(S)-α-[[(S)-1-[[(1S,2S,4S)-1-(cyclohexylmethyl)-6-guanidino-2-hydroxy-4-isopropylhexyl]carbamoyl]-2-imidazol-4-ylethyl]carbamoyl]phenethyl]carbamate hydrochloride). Yield: 76.4%. RXN SMILES: [C:1]([O:5][C:6]([NH:8][C@H:9]([C:17]([NH:19][C@H:20]([C:27]([NH:29][C@@H:30]([CH2:54][CH:55]1[CH2:60][CH2:59][CH2:58][CH2:57][CH2:56]1)[C@@H:31]([OH:53])[CH2:32][C@@H:33]([CH:50]([CH3:52])[CH3:51])[CH2:34][CH2:35][NH:36][C:37]([NH:39]C(=O)OCC1C=CC=CC=1)=[NH:38])=[O:28])[CH2:21][C:22]1[N:26]=[CH:25][NH:24][CH:23]=1)=[O:18])[CH2:10][C:11]1[CH:16]=[CH:15][CH:14]=[CH:13][CH:12]=1)=[O:7])([CH3:4])([CH3:3])[CH3:2].[ClH:61].N1C=CC=CC=1>CO.[Pd]>[ClH:61].[CH:55]1([CH2:54][C@H:30]([NH:29][C:27]([C@@H:20]([NH:19][C:17]([C@@H:9]([NH:8][C:6](=[O:7])[O:5][C:1]([CH3:2])([CH3:4])[CH3:3])[CH2:10][C:11]2[CH:12]=[CH:13][CH:14]=[CH:15][CH:16]=2)=[O:18])[CH2:21][C:22]2[N:26]=[CH:25][NH:24][CH:23]=2)=[O:28])[C@@H:31]([OH:53])[CH2:32][C@@H:33]([CH:50]([CH3:52])[CH3:51])[CH2:34][CH2:35][NH:36][C:37]([NH2:39])=[NH:38])[CH2:60][CH2:59][CH2:58][CH2:57][CH2:56]1 |f:1.2,5.6|. Reported procedure: 0.110 g (0.132 mmol) of benzyl [N-[(3S,5S,6S)-6-[[N-[N-(t-butoxycarbonyl)-3-phenyl-L-alanyl]-L-histidyl]amino]-7-cyclohexyl-5-hydroxy-3-isopropylheptyl]amidino]carbamate and 0.015 mg (0.132 mmol) of pyridine hydrochloride are dissolved in 2.4 ml of methanol and hydrogenated in the presence of 20 mg of palladium on charcoal (5%) for 3 hours at room temperature and atmospheric pressure. After completion of the hydrogen uptake the catalyst is filtered off and the filtrate is evaporated under reduce... The reactants are N(=[N+]=[N-])C1CCC=2N(C3=CC=CC=C3C2CC(=O)OCCC)C1 (propyl (7-azido-6,7,8,9-tetrahydropyrido[1,2-α]indol-10-yl)acetate), C(#C)C1=CC=C(C=C1)F (1-ethynyl-4-fluorobenzene). The product is FC1=CC=C(C=C1)C1=CN=NN1C1CCC=2N(C3=CC=CC=C3C2CC(=O)O)C1 ({7-[5-(4-Fluoro-phenyl)-[1,2,3]triazol-1-yl]-6,7,8,9-tetrahydropyrido[1,2-α]indol-10-yl}-acetic acid). RXN SMILES: [N:1]([CH:4]1[CH2:23][N:8]2[C:9]3[C:14]([C:15]([CH2:16][C:17]([O:19]CCC)=[O:18])=[C:7]2[CH2:6][CH2:5]1)=[CH:13][CH:12]=[CH:11][CH:10]=3)=[N+:2]=[N-:3].[C:24]([C:26]1[CH:31]=[CH:30][C:29]([F:32])=[CH:28][CH:27]=1)#[CH:25]>>[F:32][C:29]1[CH:30]=[CH:31][C:26]([C:24]2[N:1]([CH:4]3[CH2:23][N:8]4[C:9]5[C:14]([C:15]([CH2:16][C:17]([OH:19])=[O:18])=[C:7]4[CH2:6][CH2:5]3)=[CH:13][CH:12]=[CH:11][CH:10]=5)[N:2]=[N:3][CH:25]=2)=[CH:27][CH:28]=1. Reported procedure: The title compound was prepared using procedures described in EXAMPLE 3 from propyl (7-azido-6,7,8,9-tetrahydropyrido[1,2-α]indol-10-yl)acetate and 1-ethynyl-4-fluorobenzene. MS (+ESI) m/z: 391.1.